From a dataset of the Open Reaction Database (ORD), a public repository of structured organic reaction records. describe an organic reaction: reactants, conditions, products, and yield Reactants: Clc1ncccc1Br, C1COCCN1, Cc1ccccc1, CC(C)(C)[O-], [Na+], O=C(C=Cc1ccccc1)C=Cc1ccccc1, O=C(C=Cc1ccccc1)C=Cc1ccccc1, O=C(C=Cc1ccccc1)C=Cc1ccccc1, [Pd], [Pd]. The product is Clc1ncccc1N1CCOCC1. Reaction SMILES: [Br:1][c:2]1[c:3]([Cl:8])[n:4][cH:5][cH:6][cH:7]1.[CH2:15]1[CH2:16][O:17][CH2:18][CH2:19][NH:20]1.[CH3:77][c:78]1[cH:79][cH:80][cH:81][cH:82][cH:83]1.[CH3:9][C:10]([CH3:11])([O-:12])[CH3:13].[Na+:14].[O:23]=[C:24]([CH:25]=[CH:26][c:27]1[cH:28][cH:29][cH:30][cH:31][cH:32]1)[CH:33]=[CH:34][c:35]1[cH:36][cH:37][cH:38][cH:39][cH:40]1.[O:41]=[C:42]([CH:43]=[CH:44][c:45]1[cH:46][cH:47][cH:48][cH:49][cH:50]1)[CH:51]=[CH:52][c:53]1[cH:54][cH:55][cH:56][cH:57][cH:58]1.[O:59]=[C:60]([CH:61]=[CH:62][c:63]1[cH:64][cH:65][cH:66][cH:67][cH:68]1)[CH:69]=[CH:70][c:71]1[cH:72][cH:73][cH:74][cH:75][cH:76]1.[Pd:21].[Pd:22]>>[c:2]1([N:20]2[CH2:15][CH2:16][O:17][CH2:18][CH2:19]2)[c:3]([Cl:8])[n:4][cH:5][cH:6][cH:7]1.